describe an organic reaction: reactants, conditions, products, and yield From a dataset of the Open Reaction Database (ORD), a public repository of structured organic reaction records. Starting materials: ClC1=NC=NC(=C1)NC1=CC=C(C=C1)OCCO (4-chloro-6-[4'-(2-hydroxyethoxy)anilino]pyrimidine), FC1=C(N)C=CC=C1 (2-fluoroaniline), ClC1=NC=NC(=C1)Cl (4,6-dichloropyrimidine), OCCOC1=CC=C(N)C=C1 (4-(2-hydroxyethoxy)aniline). Yields the product FC1=C(NC2=NC=NC(=C2)NC2=CC=C(C=C2)OCCO)C=CC=C1 (4-(2'-fluoroanilino)- 6-[4'-(2-hydroxyethoxy)anilino]pyrimidine). The yield is 24.0%. RXN SMILES: Cl[C:2]1[CH:7]=[C:6]([NH:8][C:9]2[CH:14]=[CH:13][C:12]([O:15][CH2:16][CH2:17][OH:18])=[CH:11][CH:10]=2)[N:5]=[CH:4][N:3]=1.ClC1C=C(Cl)N=CN=1.OCCOC1C=CC(N)=CC=1.[F:38][C:39]1[CH:45]=[CH:44][CH:43]=[CH:42][C:40]=1[NH2:41]>>[F:38][C:39]1[CH:45]=[CH:44][CH:43]=[CH:42][C:40]=1[NH:41][C:2]1[CH:7]=[C:6]([NH:8][C:9]2[CH:14]=[CH:13][C:12]([O:15][CH2:16][CH2:17][OH:18])=[CH:11][CH:10]=2)[N:5]=[CH:4][N:3]=1. Reported procedure: Using an analogous reaction procedure to that described in Example 6, 4-chloro-6-[4'-(2-hydroxyethoxy)anilino]pyrimidine (0.52 g) (prepared from the reaction of 4,6-dichloropyrimidine and 4-(2-hydroxyethoxy)aniline) was reacted with 2-fluoroaniline (1 ml). The reaction product was chromatographed on silica and recrystallised from a mixture of methylene chloride, methanol and hexane to give 4-(2'-fluoroanilino)- 6-[4'-(2-hydroxyethoxy)anilino]pyrimidine in 24% yield, m.p. 163°-166° C.;